From a dataset of the Open Reaction Database (ORD), a public repository of structured organic reaction records. describe an organic reaction: reactants, conditions, products, and yield Reactants: C(C1=CC=CC=C1)N(C(C1=C(N=CC=C1)Cl)=O)CCO[Si](C)(C)C(C)(C)C (N-benzyl-N-(2-{[tert-butyl(dimethyl)silyl]oxy}ethyl)-2-chloronicotinamide), CO (MeOH). Run in C1CCOC1 (THF), C1CCOC1 (THF). Run at temperature 90 celsius, time 1 hour. The product is C(C1=CC=CC=C1)N(CCO)CC=1C(=NC=CC1)Cl (2-{benzyl[(2-chloropyridin-3-yl)methyl]amino}ethanol). The yield is 85.8%. Reaction SMILES: [CH2:1]([N:8]([CH2:18][CH2:19][O:20][Si](C(C)(C)C)(C)C)[C:9](=O)[C:10]1[CH:15]=[CH:14][CH:13]=[N:12][C:11]=1[Cl:16])[C:2]1[CH:7]=[CH:6][CH:5]=[CH:4][CH:3]=1.CO>C1COCC1>[CH2:1]([N:8]([CH2:9][C:10]1[C:11]([Cl:16])=[N:12][CH:13]=[CH:14][CH:15]=1)[CH2:18][CH2:19][OH:20])[C:2]1[CH:3]=[CH:4][CH:5]=[CH:6][CH:7]=1. Reported procedure: To a solution of the compound (11.8 g) obtained in step 1 in THF (30 mL) was added 1M BH3.THF complex/THF solution (134 mL) at 0° C., and the mixture was stirred at 90° C. for 1 hr. After the reaction mixture was cooled to 10° C., MeOH (20 mL) was added, and the mixture was concentrated under reduced pressure. The residue was suspended in 6N hydrochloric acid (43 mL), and the mixture was stirred at 90° C. for 2 hr. The reaction mixture was cooled to 10° C., and made basic with aqueous sodium hyd... Starting materials: ClC1=NC(=NC(=C1)NC1=CC=C(C=C1)OC(F)(F)F)C=1C=C(C=CC1)C(C)=O (1-{3-[4-chloro-6-(4-trifluoromethoxy-phenylamino)-pyrimidin-2-yl]-phenyl}-ethanone), N1CCOCC1 (morpholine). The solvent is C(CCC)O (n-butanol). Conditions: temperature 30 celsius. Yields the product N1(CCOCC1)C1=NC(=NC(=C1)NC1=CC=C(C=C1)OC(F)(F)F)C=1C=C(C=CC1)C(C)=O (1-{3-[4-morpholin-4-yl-6-(4-trifluoromethoxy-phenylamino)-pyrimidin-2-yl]-phenyl}-ethanone). The yield is 75.0%. RXN SMILES: Cl[C:2]1[CH:7]=[C:6]([NH:8][C:9]2[CH:14]=[CH:13][C:12]([O:15][C:16]([F:19])([F:18])[F:17])=[CH:11][CH:10]=2)[N:5]=[C:4]([C:20]2[CH:21]=[C:22]([C:26](=[O:28])[CH3:27])[CH:23]=[CH:24][CH:25]=2)[N:3]=1.[NH:29]1[CH2:34][CH2:33][O:32][CH2:31][CH2:30]1>C(O)CCC>[N:29]1([C:2]2[CH:7]=[C:6]([NH:8][C:9]3[CH:10]=[CH:11][C:12]([O:15][C:16]([F:19])([F:18])[F:17])=[CH:13][CH:14]=3)[N:5]=[C:4]([C:20]3[CH:21]=[C:22]([C:26](=[O:28])[CH3:27])[CH:23]=[CH:24][CH:25]=3)[N:3]=2)[CH2:34][CH2:33][O:32][CH2:31][CH2:30]1. Procedure details: A mixture of compound 1-{3-[4-chloro-6-(4-trifluoromethoxy-phenylamino)-pyrimidin-2-yl]-phenyl}-ethanone (0.13 g, 0.32 mmol) and morpholine (0.22 g, 2.55 mmol) in n-butanol (10 mL) was refluxed for 24 hours under nitrogen atmosphere. The mixture was cooled to temperature in the range of 20-40° C. and concentrated under vacuum. The crude compound was purified by column chromatography using 18-20% ethylacetate in petroleum ether to afford the desired compound (0.11 g, 75%) as a white solid. The reactants are ClC1=C(C=C(C=C1)C=1C(=NC=C(C(=O)O)C1)OCCOC)C (5-(4-chloro-3-methylphenyl)-6-(2-methoxyethoxy)nicotinic acid), FC(C1=NOC(=N1)CN)(F)F (3-trifluoromethyl-[1,2,4]oxadiazol-5-methanamine). The product is ClC1=C(C=C(C=C1)C=1C(=NC=C(C(=O)NCC2=NC(=NO2)C(F)(F)F)C1)OCCOC)C (5-(4-chloro-3-methylphenyl)-6-(2-methoxyethoxy)-N-((3-(trifluoromethyl)-1,2,4-oxadiazol-5-yl)methyl)nicotinamide). As a reaction SMILES: [Cl:1][C:2]1[CH:7]=[CH:6][C:5]([C:8]2[C:9]([O:17][CH2:18][CH2:19][O:20][CH3:21])=[N:10][CH:11]=[C:12]([CH:16]=2)[C:13]([OH:15])=O)=[CH:4][C:3]=1[CH3:22].[F:23][C:24]([F:33])([F:32])[C:25]1[N:29]=[C:28]([CH2:30][NH2:31])[O:27][N:26]=1>>[Cl:1][C:2]1[CH:7]=[CH:6][C:5]([C:8]2[C:9]([O:17][CH2:18][CH2:19][O:20][CH3:21])=[N:10][CH:11]=[C:12]([CH:16]=2)[C:13]([NH:31][CH2:30][C:28]2[O:27][N:26]=[C:25]([C:24]([F:33])([F:32])[F:23])[N:29]=2)=[O:15])=[CH:4][C:3]=1[CH3:22]. Reported procedure: The title compound was synthesized in analogy to Example 1 using 5-(4-chloro-3-methylphenyl)-6-(2-methoxyethoxy)nicotinic acid (example CG) and 3-trifluoromethyl-[1,2,4]oxadiazol-5-methanamine (example AK) as starting materials; LC-MS (UV peak area/ESI) 100%, 469.0893 (M−H)−. Reactants: CC(=O)OC(C)=O, CCOC(=O)C1CCn2c(cc3ccccc32)C1O, c1ccncc1. Product: CCOC(=O)C1CCn2c(cc3ccccc32)C1OC(C)=O. Reaction SMILES: [CH3:20][C:21](=[O:22])[O:23][C:24](=[O:25])[CH3:26].[OH:1][CH:2]1[CH:3]([C:15](=[O:16])[O:17][CH2:18][CH3:19])[CH2:4][CH2:5][n:6]2[c:7]1[cH:8][c:9]1[cH:10][cH:11][cH:12][cH:13][c:14]21.[cH:27]1[cH:28][cH:29][n:30][cH:31][cH:32]1>>[O:1]([CH:2]1[CH:3]([C:15](=[O:16])[O:17][CH2:18][CH3:19])[CH2:4][CH2:5][n:6]2[c:7]1[cH:8][c:9]1[cH:10][cH:11][cH:12][cH:13][c:14]21)[C:21]([CH3:20])=[O:22].